Dataset: the Open Reaction Database (ORD), a public repository of structured organic reaction records. Task: describe an organic reaction: reactants, conditions, products, and yield As a reaction SMILES: [CH2:1]([Mg]Br)[CH3:2].[CH3:5][N:6]1[CH:10]=[CH:9][C:8]([C:11]#[N:12])=[N:7]1.Cl.[OH-].[Na+]>CCOCC>[CH3:5][N:6]1[CH:10]=[CH:9][C:8]([C:11]2([NH2:12])[CH2:2][CH2:1]2)=[N:7]1 |f:3.4|. Reported procedure: Ethyl magnesium bromide (2.5 mol, 1 M in ether) was added at −78° C. to a solution of a 1-methyl-1H-pyrazole-3-carbonitrile (0.5 g, 1 mmol) and Ti(Oi-Pr)4 (1.1 mmol) in Et2O (5 mL). The yellow solution was stirred for 10 min. After the solution was warmed to ambient temperature (1 h), BF3OEt2 (2 mmol) was added. After the mixture was stirred for 1 h, 1 N HCl and ether were added. NaOH (10%) was added to the resulting two clear phases and the mixture was extracted with ether. The combined ether l... Conditions: time 10 minute. Solvent: CCOCC (ether), CCOCC (Et2O). Yields the product CN1N=C(C=C1)C1(CC1)N (1-(1-methyl-1H-pyrazol-3-yl)cyclopropanamine). Starting materials: Cl (HCl), C(C)[Mg]Br (Ethyl magnesium bromide), CN1N=C(C=C1)C#N (1-methyl-1H-pyrazole-3-carbonitrile), Ti(Oi-Pr)4, [OH-].[Na+] (NaOH). The reactants are C(C1=CC=CC=C1)N1C(=CC2=C1C=C(C=1N2C(=NN1)C)Cl)C (6-benzyl-4-chloro-1,7-dimethyl-6H-pyrrolo[2,3-e][1,2,4]triazolo[4,3-a]pyridine), NC1CCN(CC1)C(=O)OC(C)(C)C (tert-butyl 4-aminopiperidine-1-carboxylate), CC(C)(C)[O-].[Na+] (NaOtBu), CC1(C2=CC=CC(=C2OC=2C(=CC=CC12)P(C1=CC=CC=C1)C1=CC=CC=C1)P(C1=CC=CC=C1)C1=CC=CC=C1)C ((9,9-dimethyl-9H-xanthene-4,5-diyl)bis(diphenylphosphine)), Cl (HCl), O1CCOCC1 (dioxane). The reagents and catalysts are C=1C=CC(=CC1)/C=C/C(=O)/C=C/C2=CC=CC=C2.C=1C=CC(=CC1)/C=C/C(=O)/C=C/C2=CC=CC=C2.C=1C=CC(=CC1)/C=C/C(=O)/C=C/C2=CC=CC=C2.[Pd].[Pd] (tris(dibenzylideneacetone)dipalladium(0)). The solvent is C1(=CC=CC=C1)C (toluene), CCOC(=O)C (EtOAc). Run at temperature 100 celsius. The product is C(C1=CC=CC=C1)N1C(=CC2=C1C=C(C=1N2C(=NN1)C)NC1CCNCC1)C (6-Benzyl-1,7-dimethyl-N-piperidin-4-yl-6H-pyrrolo[2,3-e][1,2,4]triazolo[4,3-a]pyridin-4-amine). As a reaction SMILES: [CH2:1]([N:8]1[C:12]2[CH:13]=[C:14](Cl)[C:15]3[N:16]([C:17]([CH3:20])=[N:18][N:19]=3)[C:11]=2[CH:10]=[C:9]1[CH3:22])[C:2]1[CH:7]=[CH:6][CH:5]=[CH:4][CH:3]=1.[NH2:23][CH:24]1[CH2:29][CH2:28][N:27](C(OC(C)(C)C)=O)[CH2:26][CH2:25]1.CC([O-])(C)C.[Na+].CC1(C)C2C=CC=C(P(C3C=CC=CC=3)C3C=CC=CC=3)C=2OC2C1=CC=CC=2P(C1C=CC=CC=1)C1C=CC=CC=1.Cl.O1CCOCC1>C1(C)C=CC=CC=1.CCOC(C)=O.C1C=CC(/C=C/C(/C=C/C2C=CC=CC=2)=O)=CC=1.C1C=CC(/C=C/C(/C=C/C2C=CC=CC=2)=O)=CC=1.C1C=CC(/C=C/C(/C=C/C2C=CC=CC=2)=O)=CC=1.[Pd].[Pd]>[CH2:1]([N:8]1[C:12]2[CH:13]=[C:14]([NH:23][CH:24]3[CH2:29][CH2:28][NH:27][CH2:26][CH2:25]3)[C:15]3[N:16]([C:17]([CH3:20])=[N:18][N:19]=3)[C:11]=2[CH:10]=[C:9]1[CH3:22])[C:2]1[CH:7]=[CH:6][CH:5]=[CH:4][CH:3]=1 |f:2.3,9.10.11.12.13|. Reported procedure: A degassed mixture of 6-benzyl-4-chloro-1,7-dimethyl-6H-pyrrolo[2,3-e][1,2,4]triazolo[4,3-a]pyridine (80. mg, 0.26 mmol, from Example 228, Step 7), tert-butyl 4-aminopiperidine-1-carboxylate (210 mg, 1.0 mmol, Combi-Blocks), NaOtBu (49 mg, 0.51 mmol, Aldrich), (9,9-dimethyl-9H-xanthene-4,5-diyl)bis(diphenylphosphine) (30. mg, 0.051 mmol, Aldrich) and tris(dibenzylideneacetone)dipalladium(0) (24 mg, 0.026 mmol, Aldrich) in toluene (4.0 mL) was heated at 100° C. overnight. After cooling, the react...